From a dataset of the Open Reaction Database (ORD), a public repository of structured organic reaction records. describe an organic reaction: reactants, conditions, products, and yield Product: O=C1CNC(=S)N1CCc1c[nH]cn1. As a reaction SMILES: [CH3:18][C:19]#[N:20].[N:9](=[C:10]=[S:11])[CH2:12][C:13](=[O:14])[O:15][CH2:16][CH3:17].[NH2:1][CH2:2][CH2:3][c:4]1[cH:5][nH:6][cH:7][n:8]1>>[N:1]1([CH2:2][CH2:3][c:4]2[cH:5][nH:6][cH:7][n:8]2)[C:10](=[S:11])[NH:9][CH2:12][C:13]1=[O:14]. Reactants: CC#N, CCOC(=O)CN=C=S, NCCc1c[nH]cn1. The reactants are CC=1N=C(SC1C)N (4,5-Dimethylthiazol-2-ylamine), BrCCCC=C (5-bromo-pent-1-ene), C12(CC3CC(CC(C1)C3)C2)C(=O)O (1-adamantane carboxylic acid). Yields the product CC=1N(/C(/SC1C)=N/C(=O)C12CC3CC(CC(C1)C3)C2)CCCC=C (N-[(2Z)-4,5-dimethyl-3-pent-4-enyl-1,3-thiazol-2(3H)-ylidene]adamantane-1-carboxamide). RXN SMILES: [CH3:1][C:2]1[N:3]=[C:4]([NH2:8])[S:5][C:6]=1[CH3:7].Br[CH2:10][CH2:11][CH2:12][CH:13]=[CH2:14].[C:15]12([C:25]([OH:27])=O)[CH2:24][CH:19]3[CH2:20][CH:21]([CH2:23][CH:17]([CH2:18]3)[CH2:16]1)[CH2:22]2>>[CH3:1][C:2]1[N:3]([CH2:14][CH2:13][CH2:12][CH:11]=[CH2:10])/[C:4](=[N:8]/[C:25]([C:15]23[CH2:16][CH:17]4[CH2:18][CH:19]([CH2:20][CH:21]([CH2:23]4)[CH2:22]2)[CH2:24]3)=[O:27])/[S:5][C:6]=1[CH3:7]. Procedure details: 4,5-Dimethylthiazol-2-ylamine, 5-bromo-pent-1-ene and 1-adamantane carboxylic acid were processed according to the method of Example 47 to afford the title compound. 1H NMR (CDCl3, 500 MHz) δ ppm 1.68 (q, 6 H) 1.74-1.81 (m, 2 H) 1.84 (d, J=2.50 Hz, 6 H) 1.94-2.02 (m, 3 H) 2.10 (q, 2 H) 2.15 (s, 3 H) 2.20 (s, 3 H) 4.11 (t, 2 H) 4.95-5.13 (m, 2 H) 5.80-5.95 (m, 1 H); MS (ESI) m/z 359 (M+H)+.